This data is from the Open Reaction Database (ORD), a public repository of structured organic reaction records. The task is: describe an organic reaction: reactants, conditions, products, and yield Reactants: N[C@H](CC(=O)OCC1=CC=CC=C1)CN(C)C ((R)-benzyl 3-amino-4-(dimethylamino)butanoate), C(CCCC)C1=CC=C(C=C1)S(=O)(=O)Cl (4-pentylbenzene-1-sulfonyl chloride). Yields the product CN(C[C@@H](CC(=O)OCC1=CC=CC=C1)NS(=O)(=O)C1=CC=C(C=C1)CCCCC)C ((R)-benzyl 4-(dimethylamino)-3-(4-pentylphenylsulfonamido)butanoate). Yield: 25.0%. Reaction SMILES: [NH2:1][C@@H:2]([CH2:14][N:15]([CH3:17])[CH3:16])[CH2:3][C:4]([O:6][CH2:7][C:8]1[CH:13]=[CH:12][CH:11]=[CH:10][CH:9]=1)=[O:5].[CH2:18]([C:23]1[CH:28]=[CH:27][C:26]([S:29](Cl)(=[O:31])=[O:30])=[CH:25][CH:24]=1)[CH2:19][CH2:20][CH2:21][CH3:22]>>[CH3:17][N:15]([CH3:16])[CH2:14][C@H:2]([NH:1][S:29]([C:26]1[CH:27]=[CH:28][C:23]([CH2:18][CH2:19][CH2:20][CH2:21][CH3:22])=[CH:24][CH:25]=1)(=[O:31])=[O:30])[CH2:3][C:4]([O:6][CH2:7][C:8]1[CH:13]=[CH:12][CH:11]=[CH:10][CH:9]=1)=[O:5]. Procedure details: According to the method described in example S20a, (R)-benzyl 3-amino-4-(dimethylamino)butanoate (27 mg, 0.086 mmol) was reacted with 4-pentylbenzene-1-sulfonyl chloride to yield the title compound as a white solid (9 mg, 25%). MS ESI 447.3 [M+H]+, calcd for [C24H34N2O4S+H]+ 447.22 Starting materials: FC(C=1C=CC2=C(C(=NCC(=N2)NN=C(CCN(CCC)CCC)C(=O)O)C2=C(C=CC=C2)F)C1)(F)F (7-(trifluoromethyl)-2-[[1-carboxy-3-(dipropylamino)propylidene]-hydrazino]-5-(o-fluorophenyl)-3H-1,4-benzodiazepine), [N+](=[N-])=C (diazomethane). Product: FC(C=1C=CC2=C(C(=NCC(=N2)NN=C(CCN(CCC)CCC)C(=O)OC)C2=C(C=CC=C2)F)C1)(F)F (7-(trifluoromethyl)-2-[[1-(methoxycarbonyl)-3-(dipropylamino)propylidene]hydrazino]-5-(o-fluorophenyl)-3H-1,4-benzodiazepine). Reaction SMILES: [F:1][C:2]([F:37])([F:36])[C:3]1[CH:4]=[CH:5][C:6]2[N:12]=[C:11]([NH:13][N:14]=[C:15]([C:25]([OH:27])=[O:26])[CH2:16][CH2:17][N:18]([CH2:22][CH2:23][CH3:24])[CH2:19][CH2:20][CH3:21])[CH2:10][N:9]=[C:8]([C:28]3[CH:33]=[CH:32][CH:31]=[CH:30][C:29]=3[F:34])[C:7]=2[CH:35]=1.[N+](=[CH2:40])=[N-]>>[F:37][C:2]([F:1])([F:36])[C:3]1[CH:4]=[CH:5][C:6]2[N:12]=[C:11]([NH:13][N:14]=[C:15]([C:25]([O:27][CH3:40])=[O:26])[CH2:16][CH2:17][N:18]([CH2:19][CH2:20][CH3:21])[CH2:22][CH2:23][CH3:24])[CH2:10][N:9]=[C:8]([C:28]3[CH:33]=[CH:32][CH:31]=[CH:30][C:29]=3[F:34])[C:7]=2[CH:35]=1. Procedure: In the manner given in Example 14, 7-(trifluoromethyl)-2-[[1-carboxy-3-(dipropylamino)propylidene]-hydrazino]-5-(o-fluorophenyl)-3H-1,4-benzodiazepine can be treated with ethereal diazomethane to give 7-(trifluoromethyl)-2-[[1-(methoxycarbonyl)-3-(dipropylamino)propylidene]hydrazino]-5-(o-fluorophenyl)-3H-1,4-benzodiazepine.